From a dataset of the Open Reaction Database (ORD), a public repository of structured organic reaction records. describe an organic reaction: reactants, conditions, products, and yield Procedure: A solution of 2-chloro-4-isopropenyl-benzoic acid methyl ester (100 mg, 0.48 mmol) in MeOH (8.0 mL) was passed through H-cube equipped with a PtO2 cartridge. The solution was concentrated down to give 2-chloro-4-isopropyl-benzoic acid methyl ester as a yellow oil. Amount obtained: 68.0 mg (67%). 1H NMR (Chloroform-d) δ: 1.26 (d, J=6.8 Hz, 6 H) 2.92 (m, J=14.0, 6.9, 6.9 Hz, 1 H) 7.17 (dd, J=8.1, 1.9 Hz, 1 H) 7.31 (d, J=2.0 Hz, 1 H) 7.79 (d, J=8.0 Hz, 1 H). Product: COC(C1=C(C=C(C=C1)C(C)C)Cl)=O (2-chloro-4-isopropyl-benzoic acid methyl ester). As a reaction SMILES: [CH3:1][O:2][C:3](=[O:14])[C:4]1[CH:9]=[CH:8][C:7]([C:10]([CH3:12])=[CH2:11])=[CH:6][C:5]=1[Cl:13]>CO.O=[Pt]=O>[CH3:1][O:2][C:3](=[O:14])[C:4]1[CH:9]=[CH:8][C:7]([CH:10]([CH3:11])[CH3:12])=[CH:6][C:5]=1[Cl:13]. The reagents and catalysts are O=[Pt]=O (PtO2). Starting materials: COC(C1=C(C=C(C=C1)C(=C)C)Cl)=O (2-chloro-4-isopropenyl-benzoic acid methyl ester). Run in CO (MeOH).